describe an organic reaction: reactants, conditions, products, and yield From a dataset of the Open Reaction Database (ORD), a public repository of structured organic reaction records. Starting materials: O=S(=O)(Cl)C1CC(OCc2ccccc2)C1, Cc1c(Nc2ccc(I)cc2F)c(N)c2n(c1=O)CCS2, c1ccncc1. Product: Cc1c(Nc2ccc(I)cc2F)c(NS(=O)(=O)C2CC(OCc3ccccc3)C2)c2n(c1=O)CCS2. RXN SMILES: [CH2:22]([c:23]1[cH:24][cH:25][cH:26][cH:27][cH:28]1)[O:29][CH:30]1[CH2:31][CH:32]([S:34](=[O:35])(=[O:36])[Cl:37])[CH2:33]1.[NH2:1][c:2]1[c:3]2[n:4]([c:5](=[O:18])[c:6]([CH3:17])[c:7]1[NH:8][c:9]1[c:10]([F:16])[cH:11][c:12]([I:15])[cH:13][cH:14]1)[CH2:19][CH2:20][S:21]2.[cH:38]1[cH:39][cH:40][n:41][cH:42][cH:43]1>>[NH:1]([c:2]1[c:3]2[n:4]([c:5](=[O:18])[c:6]([CH3:17])[c:7]1[NH:8][c:9]1[c:10]([F:16])[cH:11][c:12]([I:15])[cH:13][cH:14]1)[CH2:19][CH2:20][S:21]2)[S:34]([CH:32]1[CH2:31][CH:30]([O:29][CH2:22][c:23]2[cH:24][cH:25][cH:26][cH:27][cH:28]2)[CH2:33]1)(=[O:35])=[O:36]. The reactants are C(NN)(=O)OC(C)(C)C (tert-butyl carbazate), OCCC1=CC=C(C=C1)CCC=1N=C(SC1)NC(C)=O (N-(4-{2-[4-(2-hydroxyethyl)phenyl]ethyl}-1,3-thiazol-2-yl)acetamide), C(=O)(N1C=NC=C1)N1C=NC=C1 (1,1′-carbonyldiimidazole), C(NN)(=O)OC(C)(C)C (tert-Butyl carbazate), C(NN)(=O)OC(C)(C)C (tert-butyl carbazate). The solvent is O1CCCC1 (tetrahydrofuran). Conditions: temperature 45 celsius, time 0.5 hour. Product: N(NC(=O)OC(C)(C)C)C(=O)OCCC1=CC=C(C=C1)CCC=1N=C(SC1)NC(C)=O (2-(4-{2-[2-(acetylamino)-1,3-thiazol-4-yl]ethyl}phenyl)ethyl tert-butyl hydrazine-1,2-dicarboxylate). Yield: 93.7%. Reaction SMILES: [OH:1][CH2:2][CH2:3][C:4]1[CH:9]=[CH:8][C:7]([CH2:10][CH2:11][C:12]2[N:13]=[C:14]([NH:17][C:18](=[O:20])[CH3:19])[S:15][CH:16]=2)=[CH:6][CH:5]=1.[C:21]([N:28]1C=CN=C1)(N1C=CN=C1)=[O:22].[C:33]([O:37][C:38]([CH3:41])([CH3:40])[CH3:39])(=[O:36])[NH:34]N>O1CCCC1>[NH:28]([C:21]([O:1][CH2:2][CH2:3][C:4]1[CH:9]=[CH:8][C:7]([CH2:10][CH2:11][C:12]2[N:13]=[C:14]([NH:17][C:18](=[O:20])[CH3:19])[S:15][CH:16]=2)=[CH:6][CH:5]=1)=[O:22])[NH:34][C:33]([O:37][C:38]([CH3:41])([CH3:40])[CH3:39])=[O:36]. Procedure details: To a suspension of N-(4-{2-[4-(2-hydroxyethyl)phenyl]ethyl}-1,3-thiazol-2-yl)acetamide (552.5 mg, 1.799 mmol) in anhydrous tetrahydrofuran (8 ml) was added 1,1′-carbonyldiimidazole (437.8 mg, 2.700 mmol), and the mixture was stirred at 45° C. for 0.5 hr. tert-Butyl carbazate (356.8 mg, 2.700 mmol) was added. After stirring for 1 hr, tert-butyl carbazate (356.6 mg, 2.698 mmol) was added. After stirring for 3 hr, tert-butyl carbazate (357.0 mg, 2.701 mmol) was further added. After stirring for 24 ... Starting materials: C=C1CC2C3CCC(=O)C3(C)CCC2C2(C)CCC(=O)CC12, CCOC(C)=O, Cl, Cl, NCCON. Yields the product C=C1CC2C3CCC(=O)C3(C)CCC2C2(C)CCC(=NOCCN)CC12, Cl. Reaction SMILES: [CH2:1]=[C:2]1[CH2:3][CH:4]2[CH:5]3[CH2:6][CH2:7][C:8](=[O:22])[C:9]3([CH3:10])[CH2:11][CH2:12][CH:13]2[C:14]2([CH3:21])[CH2:15][CH2:16][C:17](=[O:20])[CH2:18][CH:19]12.[CH3:30][CH2:31][O:32][C:33]([CH3:34])=[O:35].[ClH:23].[ClH:24].[NH2:25][CH2:26][CH2:27][O:28][NH2:29]>>[CH2:1]=[C:2]1[CH2:3][CH:4]2[CH:5]3[CH2:6][CH2:7][C:8](=[O:22])[C:9]3([CH3:10])[CH2:11][CH2:12][CH:13]2[C:14]2([CH3:21])[CH2:15][CH2:16][C:17](=[N:29][O:28][CH2:27][CH2:26][NH2:25])[CH2:18][CH:19]12.[ClH:23]. Reactants: C1(=CC=CC=C1)C(=NC(CC1=CC=CC=C1)P(OCC)(=O)C(CC1=CC=CC=C1)N=C(C1=CC=CC=C1)C1=CC=CC=C1)C1=CC=CC=C1 (Ethyl bis(N-diphenylmethylene-1-amino-2-phenylethyl)phosphinate), Br (hydrogen bromide). Solvent: C(C)(=O)O (acetic acid). Product: Br.NC(CC1=CC=CC=C1)P(O)(=O)C(CC1=CC=CC=C1)N (Bis (1-amino-2-phenylethyl)phosphinic acid hydrobromide). The yield is 94.0%. Reaction SMILES: C1(C(C2C=CC=CC=2)=[N:8][CH:9]([P:17]([CH:22]([N:30]=C(C2C=CC=CC=2)C2C=CC=CC=2)[CH2:23][C:24]2[CH:29]=[CH:28][CH:27]=[CH:26][CH:25]=2)(=[O:21])[O:18]CC)[CH2:10][C:11]2[CH:16]=[CH:15][CH:14]=[CH:13][CH:12]=2)C=CC=CC=1.[BrH:50]>C(O)(=O)C>[BrH:50].[NH2:8][CH:9]([P:17]([CH:22]([NH2:30])[CH2:23][C:24]1[CH:29]=[CH:28][CH:27]=[CH:26][CH:25]=1)(=[O:18])[OH:21])[CH2:10][C:11]1[CH:12]=[CH:13][CH:14]=[CH:15][CH:16]=1 |f:3.4|. Procedure details: A solution of the bis-alkylated phosphinate 5 (205 mg; 0.31 mmol) in 30% strength hydrogen bromide in glacial acetic acid (11 ml) is heated to a temperature of 55°-65° C. for 25 minutes. The phosphinic acid hydrobromide 15 (136 mg, 94% of theory) is obtained after evaporating the reaction solution under reduced pressure and repeated coevaporation with methanol and toluene. The reactants are ClC1=CC=C2C(=CNC2=C1)C=1CCNCC1 (6-chloro-3-(1,2,3,6-tetrahydropyridin-4-yl)-1H-indole), C(C)(=O)N1CC(C2=CC=CC=C12)CCS(=O)(=O)C (1-Acetyl-2,3-dihydro-3-[2-(methanesulphonyl)ethyl]-1H-indole), C(=O)([O-])[O-].[K+].[K+] (K2CO3). Run in CC(=O)CC(C)C (methylisobutylketone). Product: C(C)(=O)N1CC(C2=CC=CC=C12)CCN1CCC(=CC1)C1=CNC2=CC(=CC=C12)Cl (3-[1-[2-(1-Acetyl-2,3-dihydro-1H-indol-3-yl)ethyl]-1,2,3,6-tetrahydropyridin-4-yl]-6-chloro-1H-indole). The yield is 10.4%. As a reaction SMILES: [Cl:1][C:2]1[CH:10]=[C:9]2[C:5]([C:6]([C:11]3[CH2:12][CH2:13][NH:14][CH2:15][CH:16]=3)=[CH:7][NH:8]2)=[CH:4][CH:3]=1.[C:17]([N:20]1[C:28]2[C:23](=[CH:24][CH:25]=[CH:26][CH:27]=2)[CH:22]([CH2:29][CH2:30]S(C)(=O)=O)[CH2:21]1)(=[O:19])[CH3:18].C([O-])([O-])=O.[K+].[K+]>CC(CC(C)C)=O>[C:17]([N:20]1[C:28]2[C:23](=[CH:24][CH:25]=[CH:26][CH:27]=2)[CH:22]([CH2:29][CH2:30][N:14]2[CH2:13][CH:12]=[C:11]([C:6]3[C:5]4[C:9](=[CH:10][C:2]([Cl:1])=[CH:3][CH:4]=4)[NH:8][CH:7]=3)[CH2:16][CH2:15]2)[CH2:21]1)(=[O:19])[CH3:18] |f:2.3.4|. Procedure details: A mixture of of 6-chloro-3-(1,2,3,6-tetrahydropyridin-4-yl)-1H-indole (1.6 g), 19a (2.0 g), K2CO3 (4.0 g), and methylisobutylketone (20 ml) was refluxed for 16 hours. The mixture was filtered and evaporated in vacuo, and the residue was purified on silica gel eluted with ethyl acetate-methanol-triethylamine (90:5:5). Crystallization from ethanol gave the title product (0.3 g). The reactants are Cl.N[C@@H]1CC[C@H](CC1)NC(=O)C1=C(NC2=C1N=CN=C2C2=C(C=CC(=C2)C(F)(F)F)OCC2CC2)C (N-(trans-4-aminocyclohexyl)-4-[2-(cyclopropylmethoxy)-5-(trifluoromethyl)phenyl]-6-methyl-5H-pyrrolo[3,2-d]pyrimidine-7-carboxamide hydrochloride), C(CC)(=O)Cl (propionyl chloride). Yields the product C1(CC1)COC1=C(C=C(C=C1)C(F)(F)F)C=1C2=C(N=CN1)C(=C(N2)C)C(=O)N[C@@H]2CC[C@H](CC2)NC(CC)=O (4-[2-(cyclopropylmethoxy)-5-(trifluoromethyl)phenyl]-6-methyl-N-[trans-4-(propanoylamino)cyclohexyl]-5H-pyrrolo[3,2-d]pyrimidine-7-carboxamide). Reaction SMILES: Cl.[NH2:2][C@H:3]1[CH2:8][CH2:7][C@H:6]([NH:9][C:10]([C:12]2[C:16]3[N:17]=[CH:18][N:19]=[C:20]([C:21]4[CH:26]=[C:25]([C:27]([F:30])([F:29])[F:28])[CH:24]=[CH:23][C:22]=4[O:31][CH2:32][CH:33]4[CH2:35][CH2:34]4)[C:15]=3[NH:14][C:13]=2[CH3:36])=[O:11])[CH2:5][CH2:4]1.[C:37](Cl)(=[O:40])[CH2:38][CH3:39]>>[CH:33]1([CH2:32][O:31][C:22]2[CH:23]=[CH:24][C:25]([C:27]([F:30])([F:29])[F:28])=[CH:26][C:21]=2[C:20]2[C:15]3[NH:14][C:13]([CH3:36])=[C:12]([C:10]([NH:9][C@H:6]4[CH2:7][CH2:8][C@H:3]([NH:2][C:37](=[O:40])[CH2:38][CH3:39])[CH2:4][CH2:5]4)=[O:11])[C:16]=3[N:17]=[CH:18][N:19]=2)[CH2:34][CH2:35]1 |f:0.1|. Reported procedure: Starting from N-(trans-4-aminocyclohexyl)-4-[2-(cyclopropylmethoxy)-5-(trifluoromethyl)phenyl]-6-methyl-5H-pyrrolo[3,2-d]pyrimidine-7-carboxamide hydrochloride (example D.f32) and commercially available propionyl chloride the title compound is obtained as colorless solid. Alternative the above obtained solid is re-crystalised from ethylene glycol/water mixture (5/1). The reactants are CCCC[N+](CCCC)(CCCC)CCCC, CC#N, COC(=O)c1coc(CCl)n1, [F-], O. The product is COC(=O)c1coc(CF)n1. Reaction SMILES: [CH2:13]([N+:14]([CH2:15][CH2:16][CH2:17][CH3:18])([CH2:19][CH2:20][CH2:21][CH3:22])[CH2:23][CH2:24][CH2:25][CH3:26])[CH2:27][CH2:28][CH3:29].[CH3:30][C:31]#[N:32].[Cl:1][CH2:2][c:3]1[o:4][cH:5][c:6]([C:8](=[O:9])[O:10][CH3:11])[n:7]1.[F-:12].[OH2:33]>>[CH2:2]([c:3]1[o:4][cH:5][c:6]([C:8](=[O:9])[O:10][CH3:11])[n:7]1)[F:12]. Reactants: C(=O)(C(F)(F)F)O (TFA), C(C)(C)(C)OC(NC1=C(C=C(C=C1)N1C=CC=C1)N)=O ((2-amino-4-pyrrol-1-yl-phenyl)-carbamic acid tert.-butyl ester), C(C)OC(=O)C=1N=COC1C1=CC(=CC=C1)C=1OC(OC(C1)=O)(C)C (5-[3-(2,2-dimethyl-6-oxo-6H-[1,3]dioxin-4-yl)-phenyl]-oxazole-4-carboxylic acid ethyl ester). The solvent is C(Cl)Cl (CH2Cl2). Yields the product C(C)OC(=O)C=1N=COC1C1=CC(=CC=C1)C=1CC(NC2=C(N1)C=CC(=C2)N2C=CC=C2)=O (5-[3-(4-oxo-7-Pyrrol-1-yl-4,5-dihydro-3H-benzo[b][1,4]diazepin-2-yl)-phenyl]-oxazole-4-carboxylic Acid Ethyl Ester), solid. RXN SMILES: C(OC(=O)[NH:7][C:8]1[CH:13]=[CH:12][C:11]([N:14]2[CH:18]=[CH:17][CH:16]=[CH:15]2)=[CH:10][C:9]=1[NH2:19])(C)(C)C.[CH2:21]([O:23][C:24]([C:26]1[N:27]=[CH:28][O:29][C:30]=1[C:31]1[CH:36]=[CH:35][CH:34]=[C:33]([C:37]2OC(C)(C)O[C:41](=[O:43])[CH:42]=2)[CH:32]=1)=[O:25])[CH3:22].C(O)(C(F)(F)F)=O>C(Cl)Cl>[CH2:21]([O:23][C:24]([C:26]1[N:27]=[CH:28][O:29][C:30]=1[C:31]1[CH:36]=[CH:35][CH:34]=[C:33]([C:37]2[CH2:42][C:41](=[O:43])[NH:19][C:9]3[CH:10]=[C:11]([N:14]4[CH:18]=[CH:17][CH:16]=[CH:15]4)[CH:12]=[CH:13][C:8]=3[N:7]=2)[CH:32]=1)=[O:25])[CH3:22]. Reported procedure: The title compound was prepared from (2-amino-4-pyrrol-1-yl-phenyl)-carbamic acid tert.-butyl ester (Example J2) (164 mg) and 5-[3-(2,2-dimethyl-6-oxo-6H-[1,3]dioxin-4-yl)-phenyl]-oxazole-4-carboxylic acid ethyl ester (Example L6) (206 mg) according to the general procedure M. The obtained material was deprotected and cyclized by treatment with TFA in CH2Cl2 according to the general procedure N. Obtained as a light yellow solid (63 mg).